From a dataset of the Open Reaction Database (ORD), a public repository of structured organic reaction records. describe an organic reaction: reactants, conditions, products, and yield Starting materials: C(#N)C1=C(C=C(NC=2C(C(C=C(C2C)CCC=O)S(=O)(=O)[O-])(C)O)C=C1)C(F)(F)F (3-[4-cyano-3-(trifluoromethyl)anilino]-2-hydroxy-2-methyl-3-oxopropyl-4-methylbenzene Sulfonate), [I-].[Na+] (sodium iodide), C(C)(=O)OCC (ethyl acetate). Solvent: CC(=O)C (acetone). The product is C(#N)C1=C(C=C(C=C1)NC(C(CI)(C)O)=O)C(F)(F)F (N-[4-cyano-3-(trifluoromethyl)phenyl]-2-hydroxy-3-iodo-2-methylpropanamide). As a reaction SMILES: [C:1]([C:3]1[CH:26]=[CH:25][C:6]([NH:7][C:8]2[C:9]([OH:24])([CH3:23])[CH:10](S([O-])(=O)=O)C=C(CCC=O)C=2C)=[CH:5][C:4]=1[C:27]([F:30])([F:29])[F:28])#[N:2].[I-:31].[Na+].C(OCC)(=[O:35])C>CC(C)=O>[C:1]([C:3]1[CH:26]=[CH:25][C:6]([NH:7][C:8](=[O:35])[C:9]([OH:24])([CH3:23])[CH2:10][I:31])=[CH:5][C:4]=1[C:27]([F:30])([F:29])[F:28])#[N:2] |f:1.2|. Procedure: In a 50 ml flask, equipped with a magnetic stirrer, 0.135 g of the tosylate compound of Example 12 was treated with an excess of sodium iodide (>10 equivalents) in 10 ml of acetone at reflux for 48 hours. After cooling to room temperature, the reaction mixture was transferred to a separation funnel and 20 ml of ethyl acetate was added. The organic layer was washed with 20 ml of water, 20 ml of 0.5M aqueous Na2S2O3, and 20 ml of brine, dried (Na2SO4) and concentrated at reduced pressure. The crud... Yields the product COC(=O)C1CCCN1c1ccc(C#N)c2ccccc12. Starting materials: N#Cc1ccc(F)c2ccccc12, COC(=O)C1CCCN1. RXN SMILES: [C:1](#[N:2])[c:3]1[cH:4][cH:5][c:6]([F:13])[c:7]2[cH:8][cH:9][cH:10][cH:11][c:12]12.[CH3:14][O:15][C:16]([CH:17]1[NH:18][CH2:19][CH2:20][CH2:21]1)=[O:22]>>[C:1](#[N:2])[c:3]1[cH:4][cH:5][c:6]([N:18]2[CH:17]([C:16]([O:15][CH3:14])=[O:22])[CH2:21][CH2:20][CH2:19]2)[c:7]2[cH:8][cH:9][cH:10][cH:11][c:12]12. The reactants are ClC(c1ccccc1)(c1ccccc1)c1ccccc1, C1CCOC1, [H-], Nc1ncc(-c2ccccc2)cc1O, [Na+]. Product: Oc1cc(-c2ccccc2)cnc1NC(c1ccccc1)(c1ccccc1)c1ccccc1. As a reaction SMILES: [C:17]([c:18]1[cH:19][cH:20][cH:21][cH:22][cH:23]1)([c:24]1[cH:25][cH:26][cH:27][cH:28][cH:29]1)([c:30]1[cH:31][cH:32][cH:33][cH:34][cH:35]1)[Cl:36].[CH2:37]1[O:38][CH2:39][CH2:40][CH2:41]1.[H-:16].[NH2:1][c:2]1[n:3][cH:4][c:5](-[c:9]2[cH:10][cH:11][cH:12][cH:13][cH:14]2)[cH:6][c:7]1[OH:8].[Na+:15]>>[NH:1]([c:2]1[n:3][cH:4][c:5](-[c:9]2[cH:10][cH:11][cH:12][cH:13][cH:14]2)[cH:6][c:7]1[OH:8])[C:17]([c:18]1[cH:19][cH:20][cH:21][cH:22][cH:23]1)([c:24]1[cH:25][cH:26][cH:27][cH:28][cH:29]1)[c:30]1[cH:31][cH:32][cH:33][cH:34][cH:35]1.